Dataset: the Open Reaction Database (ORD), a public repository of structured organic reaction records. Task: describe an organic reaction: reactants, conditions, products, and yield Reactants: ClC1=C2C(NC(=N1)SC)=NC=C2 (4-chloro-2-methylthiopyrrolo[2,3-d]-pyrimidine), C(CCCC)N (n-pentylamine). The product is CSC1=NC(=C2C(N1)=NC=C2)NCCCCC (2-methylthio-4-(n-pentylamino)pyrrolo[2,3-d]pyrimidine). As a reaction SMILES: Cl[C:2]1[N:7]=[C:6]([S:8][CH3:9])[NH:5][C:4]2=[N:10][CH:11]=[CH:12][C:3]=12.[CH2:13]([NH2:18])[CH2:14][CH2:15][CH2:16][CH3:17]>>[CH3:9][S:8][C:6]1[NH:5][C:4]2=[N:10][CH:11]=[CH:12][C:3]2=[C:2]([NH:18][CH2:13][CH2:14][CH2:15][CH2:16][CH3:17])[N:7]=1. Procedure: To 200 mg of 4-chloro-2-methylthiopyrrolo[2,3-d]-pyrimidine was added 2 ml of n-pentylamine. The solution was heated at reflux under nitrogen for 2 hours. The resulting dark oil was purified by chromatography on 30 g of Sephadex LH-20, elution with H2O and then with increasing concentrations of EtOH up to 40% EtOH. The appropriate fractions were combined and evaporated to dryness and the solid residue was crystallized from EtOH/H2O to afford white crystals of product, yield 71 mg (57%), m.p. 134... The reactants are CC(=O)OCCCCOc1c(Cl)cc(OCc2ccccc2)cc1Cl, CCO. Product: CC(=O)OCCCCOc1c(Cl)cc(O)cc1Cl. As a reaction SMILES: [C:1]([CH3:2])(=[O:3])[O:4][CH2:5][CH2:6][CH2:7][CH2:8][O:9][c:10]1[c:11]([Cl:25])[cH:12][c:13]([O:17][CH2:18][c:19]2[cH:20][cH:21][cH:22][cH:23][cH:24]2)[cH:14][c:15]1[Cl:16].[CH3:26][CH2:27][OH:28]>>[C:1]([CH3:2])(=[O:3])[O:4][CH2:5][CH2:6][CH2:7][CH2:8][O:9][c:10]1[c:11]([Cl:25])[cH:12][c:13]([OH:17])[cH:14][c:15]1[Cl:16].